From a dataset of the Open Reaction Database (ORD), a public repository of structured organic reaction records. describe an organic reaction: reactants, conditions, products, and yield Reactants: OCc1cc(Br)cc(Br)c1, CCI, [H-], [Na+], C1CCOC1. Product: CCOCc1cc(Br)cc(Br)c1. RXN SMILES: [Br:1][c:2]1[cH:3][c:4]([CH2:5][OH:6])[cH:7][c:8]([Br:10])[cH:9]1.[CH2:13]([CH3:14])[I:15].[H-:11].[Na+:12].[O:16]1[CH2:17][CH2:18][CH2:19][CH2:20]1>>[Br:1][c:2]1[cH:3][c:4]([CH2:5][O:6][CH2:13][CH3:14])[cH:7][c:8]([Br:10])[cH:9]1. Starting materials: O (Water), CCN(C(C)C)C(C)C (DIEA), BrC1=NC=NC=C1N (4-bromopyrimidin-5-amine), SCCCO (3-mercaptopropan-1-ol). The solvent is O1CCOCC1 (dioxane). Conditions: temperature 50 celsius, time 30 minute. Product: NC=1C(=NC=NC1)SCCCO (3-((5-aminopyrimidin-4-yl)thio)propan-1-ol). As a reaction SMILES: CCN(C(C)C)C(C)C.Br[C:11]1[C:16]([NH2:17])=[CH:15][N:14]=[CH:13][N:12]=1.[SH:18][CH2:19][CH2:20][CH2:21][OH:22].O>O1CCOCC1>[NH2:17][C:16]1[C:11]([S:18][CH2:19][CH2:20][CH2:21][OH:22])=[N:12][CH:13]=[N:14][CH:15]=1. Procedure details: DIEA (1.11 g, 8.61 mmol) was added to a solution of 4-bromopyrimidin-5-amine (A) (1.0 g, 5.74 mmol) and 3-mercaptopropan-1-ol (35B1) (0.53 g, 5.74 mmol) in dioxane (5 mL). The reaction mixture was heated to 50° C. under nitrogen and stirred for 30 min. The LC/MS spectrum showed that the reaction had completed. Water (50 mL) was added and a solid precipitated. The off white solid product (35C1) (913 mg, 4.93 mmol) was obtained after filtration and air drying at 25° C. Reactants: COC(=O)C1=NC(=NC(=C1)Cl)Cl (2,6-dichloropyrimidine-4-carboxylic acid methyl ester), N1CCOCC1 (morpholine), C(C)(C)N(CC)C(C)C (diisopropylethylamine). The solvent is O (water), CS(=O)C (dimethylsulfoxide). Reaction conditions: time 15 hour. The product is ClC1=NC(=CC(=N1)C(=O)OC)N1CCOCC1 (methyl 2-chloro-6-morpholin-4-ylpyrimidine-4-carboxylate). The yield is 80.5%. As a reaction SMILES: [CH3:1][O:2][C:3]([C:5]1[CH:10]=[C:9](Cl)[N:8]=[C:7]([Cl:12])[N:6]=1)=[O:4].[NH:13]1[CH2:18][CH2:17][O:16][CH2:15][CH2:14]1.C(N(C(C)C)CC)(C)C>CS(C)=O.O>[Cl:12][C:7]1[N:6]=[C:5]([C:3]([O:2][CH3:1])=[O:4])[CH:10]=[C:9]([N:13]2[CH2:18][CH2:17][O:16][CH2:15][CH2:14]2)[N:8]=1. Procedure details: To a solution of 2,6-dichloropyrimidine-4-carboxylic acid methyl ester (300 mg, 1.45 mmol) in dimethylsulfoxide (2 ml) is added morpholine (0.126 g, 1.0 eq) followed by diisopropylethylamine (0.285 ml, 1.1 eq). The mixture is stirred at room temperature for 15 h before being diluted with water and extracted with ethyl acetate (2×20 ml). The combined organic layers are washed with water, dried over Na2SO4 and evaporated to dryness. The residue is purified by column chromatography on silica gel, e... The reactants are O=C([O-])O, Cc1ccccc1, [Na+], CCOC(=O)Cc1ccc(-c2nc(COc3ccc(CO)cc3OC)c(C)o2)cc1, O=S(Cl)Cl. The product is CCOC(=O)Cc1ccc(-c2nc(COc3ccc(CCl)cc3OC)c(C)o2)cc1. As a reaction SMILES: [C:35](=[O:36])([O-:37])[OH:38].[CH3:40][c:41]1[cH:42][cH:43][cH:44][cH:45][cH:46]1.[Na+:39].[OH:1][CH2:2][c:3]1[cH:4][c:5]([O:29][CH3:30])[c:6]([O:7][CH2:8][c:9]2[n:10][c:11](-[c:15]3[cH:16][cH:17][c:18]([CH2:21][C:22](=[O:23])[O:24][CH2:25][CH3:26])[cH:19][cH:20]3)[o:12][c:13]2[CH3:14])[cH:27][cH:28]1.[S:31]([Cl:32])([Cl:33])=[O:34]>>[CH2:2]([c:3]1[cH:4][c:5]([O:29][CH3:30])[c:6]([O:7][CH2:8][c:9]2[n:10][c:11](-[c:15]3[cH:16][cH:17][c:18]([CH2:21][C:22](=[O:23])[O:24][CH2:25][CH3:26])[cH:19][cH:20]3)[o:12][c:13]2[CH3:14])[cH:27][cH:28]1)[Cl:33]. Reactants: [O-]CC.[Na+] (sodium ethoxide), Cl (HCl), O=C1NC2=CC=C(C=C2C1)C(=O)C1=CC=C(C=C1)NC(C)=O (N-[4-(2-Oxo-2,3-dihydro-1H-indole-5-carbonyl)-phenyl]-acetamide), C(=O)OCC (ethyl formate). Solvent: C(C)O (ethanol), C(C)O (ethanol). Reaction conditions: temperature 78 celsius. Yields the product OC=C1C(NC2=CC=C(C=C12)C(=O)C1=CC=C(C=C1)NC(C)=O)=O (N-[4-(3-Hydroxymethylene-2-oxo-2,3-dihydro-1H-indole-5-carbonyl)-phenyl]-acetamide). The yield is 74.8%. Reaction SMILES: [O:1]=[C:2]1[CH2:10][C:9]2[C:4](=[CH:5][CH:6]=[C:7]([C:11]([C:13]3[CH:18]=[CH:17][C:16]([NH:19][C:20](=[O:22])[CH3:21])=[CH:15][CH:14]=3)=[O:12])[CH:8]=2)[NH:3]1.[CH:23](OCC)=[O:24].[O-]CC.[Na+].Cl>C(O)C>[OH:24][CH:23]=[C:10]1[C:9]2[C:4](=[CH:5][CH:6]=[C:7]([C:11]([C:13]3[CH:18]=[CH:17][C:16]([NH:19][C:20](=[O:22])[CH3:21])=[CH:15][CH:14]=3)=[O:12])[CH:8]=2)[NH:3][C:2]1=[O:1] |f:2.3|. Reported procedure: N-[4-(2-Oxo-2,3-dihydro-1H-indole-5-carbonyl)-phenyl]-acetamide (0.330 g, 1.12 mmol) and ethyl formate (0.269 mL, 3.37 mmol) were dissolved in anhydrous ethanol (3.80 mL). The resulting solution was treated in dropwise fashion with a 21 wt % solution of sodium ethoxide in ethanol (2.09 mL, 5.61 mmol). This reaction mixture was heated at 78° C. for 1 h, producing a black oil. Subsequently, the reaction mixture was cooled to room temperature, and then the reaction pH was adjusted to pH 1 with drop... Starting materials: C([O-])([O-])=O.[K+].[K+] (potassium carbonate), O.O.O.C(C)(=O)[O-].[Na+] (sodium acetate trihydrate), C(C1=CC=CC=C1)(=O)Cl (benzoyl chloride), Cl.Cl.Cl.C(C)N(CCCOC1=C(C=C(C=C1)N)N)CC (1-(3'-diethylaminopropoxy)-2,4-diaminobenzene trihydrochloride). Run in O1CCOCC1 (dioxane), O (water), O (water). Conditions: time 2 hour. Yields the product C(C)N(CCCOC1=C(C=C(C=C1)NC(C1=CC=CC=C1)=O)NC(C1=CC=CC=C1)=O)CC (1-(3'-diethylaminopropoxy)-2,4-bis(benzamido)-benzene). Yield: 118.2%. RXN SMILES: [C:1](=[O:4])([O-])[O-].[K+].[K+].O.O.O.[C:10]([O-])(=O)[CH3:11].[Na+].Cl.Cl.Cl.[CH2:18]([N:20]([CH2:33][CH3:34])[CH2:21][CH2:22][CH2:23][O:24][C:25]1[CH:30]=[CH:29][C:28]([NH2:31])=[CH:27][C:26]=1[NH2:32])[CH3:19].[C:35](Cl)(=[O:42])[C:36]1[CH:41]=[CH:40][CH:39]=[CH:38][CH:37]=1>O.O1CCOCC1>[CH2:33]([N:20]([CH2:18][CH3:19])[CH2:21][CH2:22][CH2:23][O:24][C:25]1[CH:30]=[CH:29][C:28]([NH:31][C:35](=[O:42])[C:36]2[CH:41]=[CH:40][CH:39]=[CH:38][CH:37]=2)=[CH:27][C:26]=1[NH:32][C:1](=[O:4])[C:11]1[CH:10]=[CH:27][CH:26]=[CH:25][CH:30]=1)[CH3:34] |f:0.1.2,3.4.5.6.7,8.9.10.11|. Reported procedure: To a mixture of potassium carbonate (6.2 g), sodium acetate trihydrate (19 g), water (100 ml) and dioxane (100 ml) was added 1-(3'-diethylaminopropoxy)-2,4-diaminobenzene trihydrochloride (10.4 g) immediately followed by adding benzoyl chloride (13 g) while cooling with ice, and thereafter, the resulting mixture was stirred at room temperature for 2 hours. Then, after the addition of water (500 ml), the pH of the mixture was adjusted to 9 - 10 and the precipitated crystals were recovered by filt... The reactants are BrC1=CC(=C(OCC#N)C=C1)C(=O)C=1C=NN(C1)C1=CC=CC=C1 ([4-Bromo-2-(1-phenyl-1H-pyrazole-4-carbonyl)phenoxy]-acetonitrile), [N-]=[N+]=[N-].[Na+] (NaN3), C(C)(C)O (isopropanol), Cl (HCl), Cl (HCl). Reagents/catalysts: [Zn+2].[Br-].[Br-] (ZnBr2). Solvent: O (water), CCOC(=O)C (EtOAc). Yields the product BrC=1C=CC(=C(C1)C(=O)C=1C=NN(C1)C1=CC=CC=C1)OCC=1N=NNN1 ([5-Bromo-2-(2H-tetrazol-5-ylmethoxy)phenyl](1-phenyl-1H-pyrazol-4-yl)ketone). Isolated yield 111.2%. RXN SMILES: [Br:1][C:2]1[CH:11]=[CH:10][C:5]([O:6][CH2:7][C:8]#[N:9])=[C:4]([C:12]([C:14]2[CH:15]=[N:16][N:17]([C:19]3[CH:24]=[CH:23][CH:22]=[CH:21][CH:20]=3)[CH:18]=2)=[O:13])[CH:3]=1.[N-:25]=[N+:26]=[N-:27].[Na+].C(O)(C)C.Cl>[Zn+2].[Br-].[Br-].CCOC(C)=O.O>[Br:1][C:2]1[CH:11]=[CH:10][C:5]([O:6][CH2:7][C:8]2[N:25]=[N:26][NH:27][N:9]=2)=[C:4]([C:12]([C:14]2[CH:15]=[N:16][N:17]([C:19]3[CH:24]=[CH:23][CH:22]=[CH:21][CH:20]=3)[CH:18]=2)=[O:13])[CH:3]=1 |f:1.2,5.6.7|. Procedure: [4-Bromo-2-(1-phenyl-1H-pyrazole-4-carbonyl)phenoxy]-acetonitrile (38 mg) was added NaN3 (66 mg), ZnBr2 (59 mg), isopropanol (1.3 mL) and water (1.6 mL), and the reaction mixture was heated to reflux for 1 h. The mixture was added 3% HCl (1 mL) and EtOAc (4 mL) and stirred until two clear phases appeared. The aqueous phase was added 3% HCl until pH<1 and extracted with EtOAc. The combined organic phases were washed with brine, dried (MgSO4) and concentrated to give 47 mg white foam: LC/MS (an10n... Yields the product CC(Nc1ncnc(N)c1C#N)c1nc2cccc(Br)c2n1-c1cncc(F)c1. The reactants are CC(N)c1nc2cccc(Br)c2n1-c1cncc(F)c1, CCCCO, CCN(C(C)C)C(C)C, N#Cc1c(N)ncnc1Cl, O. RXN SMILES: [Br:11][c:12]1[cH:13][cH:14][cH:15][c:16]2[c:17]1[n:18](-[c:24]1[cH:25][n:26][cH:27][c:28]([F:30])[cH:29]1)[c:19]([CH:21]([CH3:22])[NH2:23])[n:20]2.[CH2:41]([OH:42])[CH2:43][CH2:44][CH3:45].[CH:31]([N:32]([CH2:33][CH3:34])[CH:35]([CH3:36])[CH3:37])([CH3:38])[CH3:39].[NH2:1][c:2]1[n:3][cH:4][n:5][c:6]([Cl:10])[c:7]1[C:8]#[N:9].[OH2:40]>>[NH2:1][c:2]1[n:3][cH:4][n:5][c:6]([NH:23][CH:21]([c:19]2[n:18](-[c:24]3[cH:25][n:26][cH:27][c:28]([F:30])[cH:29]3)[c:17]3[c:12]([Br:11])[cH:13][cH:14][cH:15][c:16]3[n:20]2)[CH3:22])[c:7]1[C:8]#[N:9].